describe an organic reaction: reactants, conditions, products, and yield From a dataset of the Open Reaction Database (ORD), a public repository of structured organic reaction records. The reactants are C(C1=CC=CC=C1)OC(=O)N1CCC(CC1)=O (N-benzyloxycarbonyl-4-piperidone), FC(S(=O)(=O)O[Si](C)(C)C)(F)F (trimethylsilyl trifluoromethanesulfonate), FC1=C2C=CNC2=C(C(=C1F)F)F (4,5,6,7-tetrafluoroindole), C(C)[SiH](CC)CC (triethylsilane). Solvent: C(Cl)Cl (methylene chloride), C(Cl)Cl (methylene chloride). Conditions: time 1.5 hour. Product: C(C1=CC=CC=C1)OC(=O)N1CCC(CC1)C1=CNC2=C(C(=C(C(=C12)F)F)F)F (N-benzyloxycarbonyl-4-(4,5,6,7-tetrafluoroindol-3-yl)piperidine). Isolated yield 66.0%. RXN SMILES: [CH2:1]([O:8][C:9]([N:11]1[CH2:16][CH2:15][C:14](=O)[CH2:13][CH2:12]1)=[O:10])[C:2]1[CH:7]=[CH:6][CH:5]=[CH:4][CH:3]=1.FC(F)(F)S(O[Si](C)(C)C)(=O)=O.[F:30][C:31]1[C:39]([F:40])=[C:38]([F:41])[C:37]([F:42])=[C:36]2[C:32]=1[CH:33]=[CH:34][NH:35]2.C([SiH](CC)CC)C>C(Cl)Cl>[CH2:1]([O:8][C:9]([N:11]1[CH2:16][CH2:15][CH:14]([C:33]2[C:32]3[C:36](=[C:37]([F:42])[C:38]([F:41])=[C:39]([F:40])[C:31]=3[F:30])[NH:35][CH:34]=2)[CH2:13][CH2:12]1)=[O:10])[C:2]1[CH:7]=[CH:6][CH:5]=[CH:4][CH:3]=1. Procedure: To a solution of N-benzyloxycarbonyl-4-piperidone (20.2 g, 90.6 mmol) in methylene chloride (600 ml) at 0° C. was added trimethylsilyl trifluoromethanesulfonate (35.1 ml, 181.2 mmol) followed by the slow dropwise addition of a solution of 4,5,6,7-tetrafluoroindole (17.1 g, 90.6 mmol) in methylene chloride (300 ml) over 2.5 h. After 1.5 h, triethylsilane (57.9 ml, 362.4 mmol) was added and the reaction was allowed to warm to RT over 30 min. The reaction mixture was quenched with sat. sodium bicar... The reactants are solution, Cl (hydrogen chloride), solution, Cl (hydrogen chloride), solution, Cl (hydrogen chloride), C(C)(C)(C)OC(CN1C(C(SC12CCC(CC2)=CCC(C)C)CC(=O)OC(C)C)=O)=O (isopropyl 2-[4-[2-(tert-butoxy)-2-oxoethyl]-8-(3-methylbutylidene)-3-oxo-1-thia-4-azaspiro[4.5]decan-2-yl]-acetate). Run in O1CCOCC1 (dioxane), O1CCOCC1 (dioxane), O1CCOCC1 (dioxane), C(C)OCC (diethyl ether). Product: C(C)(C)OC(CC1SC2(N(C1=O)CC(=O)O)CCC(CC2)=CCC(C)C)=O (2-[2-(2-isopropoxy-2-oxoethyl)-8-(3-methylbutylidene)-3-oxo-1-thia-4-azaspiro[4.5]decan-4-yl]-acetic acid). The yield is 27.7%. Procedure details: In 3 ml of diethyl ether was dissolved 0.33 g of isopropyl 2-[4-[2-(tert-butoxy)-2-oxoethyl]-8-(3-methylbutylidene)-3-oxo-1-thia-4-azaspiro[4.5]decan-2-yl]-acetate. Then, 1 ml of a 5.39 mol/L solution of dry hydrogen chloride in dioxane was added and the resulting mixture was stirred at the same temperature as above for 2 hours. Further, 1 ml of 5.39 mol/L solution of dry hydrogen chloride in dioxane was added and the resulting mixture was stirred for one hour, after which 3 ml of 5.39 mol/L sol... Run at time 2 hour. Reaction SMILES: C([O:5][C:6](=[O:31])[CH2:7][N:8]1[C:12]2([CH2:17][CH2:16][C:15](=[CH:18][CH2:19][CH:20]([CH3:22])[CH3:21])[CH2:14][CH2:13]2)[S:11][CH:10]([CH2:23][C:24]([O:26][CH:27]([CH3:29])[CH3:28])=[O:25])[C:9]1=[O:30])(C)(C)C.Cl>C(OCC)C.O1CCOCC1>[CH:27]([O:26][C:24](=[O:25])[CH2:23][CH:10]1[C:9](=[O:30])[N:8]([CH2:7][C:6]([OH:31])=[O:5])[C:12]2([CH2:13][CH2:14][C:15](=[CH:18][CH2:19][CH:20]([CH3:22])[CH3:21])[CH2:16][CH2:17]2)[S:11]1)([CH3:29])[CH3:28]. The reactants are [Ag+], CC#N, O=S(=O)([O-])C(F)(F)F, COC(=O)C(N)CC#Cc1cc(-c2ccc(F)cc2C)c(N(C)C(=O)C(C)(C)c2cc(C(F)(F)F)cc(C(F)(F)F)c2)cn1. The product is COC(=O)C1CCC(c2cc(-c3ccc(F)cc3C)c(N(C)C(=O)C(C)(C)c3cc(C(F)(F)F)cc(C(F)(F)F)c3)cn2)=N1. As a reaction SMILES: [Ag+:56].[CH3:45][C:46]#[N:47].[F:48][C:49]([F:50])([F:51])[S:52]([O-:53])(=[O:54])=[O:55].[NH2:1][CH:2]([C:3](=[O:4])[O:5][CH3:6])[CH2:7][C:8]#[C:9][c:10]1[n:11][cH:12][c:13]([N:24]([CH3:25])[C:26]([C:27]([CH3:28])([CH3:29])[c:30]2[cH:31][c:32]([C:40]([F:41])([F:42])[F:43])[cH:33][c:34]([C:36]([F:37])([F:38])[F:39])[cH:35]2)=[O:44])[c:14](-[c:16]2[c:17]([CH3:23])[cH:18][c:19]([F:22])[cH:20][cH:21]2)[cH:15]1>>[N:1]1=[C:9]([c:10]2[n:11][cH:12][c:13]([N:24]([CH3:25])[C:26]([C:27]([CH3:28])([CH3:29])[c:30]3[cH:31][c:32]([C:40]([F:41])([F:42])[F:43])[cH:33][c:34]([C:36]([F:37])([F:38])[F:39])[cH:35]3)=[O:44])[c:14](-[c:16]3[c:17]([CH3:23])[cH:18][c:19]([F:22])[cH:20][cH:21]3)[cH:15]2)[CH2:8][CH2:7][CH:2]1[C:3](=[O:4])[O:5][CH3:6].